Dataset: the Open Reaction Database (ORD), a public repository of structured organic reaction records. Task: describe an organic reaction: reactants, conditions, products, and yield The reactants are [NH4+].[Cl-] (NH4Cl), ClC1=CC=CC=2N1N=C(N2)NC(C2=CN=CC=C2)=O (N-(5-chloro[1,2,4]triazolo[1,5-a]pyridin-2-yl)nicotinamide), CC(=CB(O)O)C (2,2-dimethylethenylboronic acid), [F-].[Cs+] (cesium fluoride). The reagents and catalysts are Cl[Pd]([P](C1=CC=CC=C1)(C2=CC=CC=C2)C3=CC=CC=C3)([P](C4=CC=CC=C4)(C5=CC=CC=C5)C6=CC=CC=C6)Cl (bis(triphenylphosphine)palladium(II) chloride). Run in O (water), C1CCOC1 (THF). Reaction conditions: temperature 120 celsius. Yields the product Cl.Cl.CC(=CC1=CC=CC=2N1N=C(N2)NC(C2=CN=CC=C2)=O)C (N-[5-(2-methylprop-1-en-1-yl)[1,2,4]triazolo[1,5-a]pyridin-2-yl]nicotinamide dihydrochloride). RXN SMILES: [Cl:1][C:2]1[N:7]2[N:8]=[C:9]([NH:11][C:12](=[O:19])[C:13]3[CH:18]=[CH:17][CH:16]=[N:15][CH:14]=3)[N:10]=[C:6]2[CH:5]=[CH:4][CH:3]=1.[CH3:20][C:21]([CH3:26])=[CH:22]B(O)O.[F-].[Cs+].[NH4+].[Cl-:30]>Cl[Pd](Cl)([P](C1C=CC=CC=1)(C1C=CC=CC=1)C1C=CC=CC=1)[P](C1C=CC=CC=1)(C1C=CC=CC=1)C1C=CC=CC=1.O.C1COCC1>[ClH:1].[ClH:30].[CH3:22][C:21]([CH3:26])=[CH:20][C:2]1[N:7]2[N:8]=[C:9]([NH:11][C:12](=[O:19])[C:13]3[CH:18]=[CH:17][CH:16]=[N:15][CH:14]=3)[N:10]=[C:6]2[CH:5]=[CH:4][CH:3]=1 |f:2.3,4.5,9.10.11,^1:33,52|. Procedure details: N-(5-chloro[1,2,4]triazolo[1,5-a]pyridin-2-yl)nicotinamide ((B4), 141.00 mg; 0.52 mmol; 1.00 eq.), 2,2-dimethylethenylboronic acid (Synthonix, 102.96 mg; 1.03 mmol; 2.00 eq.), cesium fluoride (156.53 mg; 1.03 mmol; 2.00 eq.) and bis(triphenylphosphine)palladium(II) chloride (36.16 mg; 0.05 mmol; 0.10 eq.) were flushed with nitrogen in a sealed vial. THF (degassed with nitrogen, 1.50 mL) and water (1 mL) were then added and the mixture was heated at 120° C., O/N in an oil bath. A solution of satu...